This data is from the Open Reaction Database (ORD), a public repository of structured organic reaction records. The task is: describe an organic reaction: reactants, conditions, products, and yield Reaction SMILES: [CH3:26][C:27](=[O:28])[O:29][C:30](=[O:31])[CH3:32].[ClH:33].[O:1]=[C:2]1[S:3][CH:4]([CH2:8][c:9]2[cH:10][cH:11][c:12]3[c:13]([n:14][c:15]([CH2:17][c:18]4[cH:19][cH:20][c:21]([NH2:24])[cH:22][cH:23]4)[o:16]3)[cH:25]2)[C:5](=[O:7])[NH:6]1.[cH:34]1[cH:35][cH:36][n:37][cH:38][cH:39]1>>[O:1]=[C:2]1[S:3][CH:4]([CH2:8][c:9]2[cH:10][cH:11][c:12]3[c:13]([n:14][c:15]([CH2:17][c:18]4[cH:19][cH:20][c:21]([NH:24][C:27]([CH3:26])=[O:28])[cH:22][cH:23]4)[o:16]3)[cH:25]2)[C:5](=[O:7])[NH:6]1. Starting materials: CC(=O)OC(C)=O, Cl, Nc1ccc(Cc2nc3cc(CC4SC(=O)NC4=O)ccc3o2)cc1, c1ccncc1. Product: CC(=O)Nc1ccc(Cc2nc3cc(CC4SC(=O)NC4=O)ccc3o2)cc1. The reactants are CC(=O)NCC1CN(c2ccc(N3CCC(=O)C(C)(C)C3)c(F)c2)C(=O)O1, Nc1ccc(F)c(F)c1F, N#C[Na]. Product: CC(=O)NCC1CN(c2ccc(N3CCC(C#N)(Nc4ccc(F)c(F)c4F)C(C)(C)C3)c(F)c2)C(=O)O1. As a reaction SMILES: [F:1][c:2]1[cH:3][c:4]([N:17]2[C:18](=[O:27])[O:19][CH:20]([CH2:22][NH:23][C:24]([CH3:25])=[O:26])[CH2:21]2)[cH:5][cH:6][c:7]1[N:8]1[CH2:9][C:10]([CH3:15])([CH3:16])[C:11](=[O:14])[CH2:12][CH2:13]1.[F:31][c:32]1[c:33]([NH2:34])[cH:35][cH:36][c:37]([F:40])[c:38]1[F:39].[Na:28][C:29]#[N:30]>>[F:1][c:2]1[cH:3][c:4]([N:17]2[C:18](=[O:27])[O:19][CH:20]([CH2:22][NH:23][C:24]([CH3:25])=[O:26])[CH2:21]2)[cH:5][cH:6][c:7]1[N:8]1[CH2:9][C:10]([CH3:15])([CH3:16])[C:11]([C:29]#[N:30])([NH:34][c:33]2[c:32]([F:31])[c:38]([F:39])[c:37]([F:40])[cH:36][cH:35]2)[CH2:12][CH2:13]1. Reactants: CS(=O)(=O)O[C@@H]1CN(CCC1)C=1SC2=C(N1)C=CC(=C2)Br ((S)-1-(6-bromobenzo[d]thiazol-2-yl)piperidin-3-yl methanesulfonate), N1CCC1 (azetidine), C([O-])([O-])=O.[K+].[K+] (potassium carbonate), C(C)#N (Acetonitrile). As a reaction SMILES: CS(O[C@H:6]1[CH2:11][CH2:10][CH2:9][N:8]([C:12]2[S:13][C:14]3[CH:20]=[C:19]([Br:21])[CH:18]=[CH:17][C:15]=3[N:16]=2)[CH2:7]1)(=O)=O.C(=O)([O-])[O-].[K+].[K+].C(#N)C.[NH:31]1[CH2:34][CH2:33][CH2:32]1>C(OCC)C>[N:31]1([C@@H:6]2[CH2:11][CH2:10][CH2:9][N:8]([C:12]3[S:13][C:14]4[CH:20]=[C:19]([Br:21])[CH:18]=[CH:17][C:15]=4[N:16]=3)[CH2:7]2)[CH2:34][CH2:33][CH2:32]1 |f:1.2.3|. Procedure details: One equivalent of (S)-1-(6-bromobenzo[d]thiazol-2-yl)piperidin-3-yl methanesulfonate (Reference Example 10, 0.078 g, 0.2 mmol) and two equivalents of potassium carbonate (55.3 mg, 0.40 mmol) were weighed into a 2.5 mL Biotage microwave vial equipped with a magnetic stirbar. Acetonitrile (1 mL) was added, then 6 equivalents of azetidine (68.5 mg, 1.2 mmol) was weighed into the reaction mixture. The vial was sealed with a septum cap and the reaction mixture was stirred at 80° C. for 72 hours. The ... Yields the product N1(CCC1)[C@H]1CN(CCC1)C=1SC2=C(N1)C=CC(=C2)Br ((R)-2-(3-(azetidin-1-yl)piperidin-1-yl)-6-bromobenzo[d]thiazole). Run at temperature 80 celsius, time 72 hour. Solvent: C(C)OCC (diethyl ether). Reactants: O=C1CCN(Cc2ccccc2)CC1, CC(=O)O, CC(Cl)Cl, Nc1ccncc1N. Product: Nc1ccncc1NC1CCN(Cc2ccccc2)CC1. As a reaction SMILES: [CH2:9]([c:10]1[cH:11][cH:12][cH:13][cH:14][cH:15]1)[N:16]1[CH2:17][CH2:18][C:19](=[O:22])[CH2:20][CH2:21]1.[CH3:23][C:24](=[O:25])[OH:26].[Cl:27][CH:28]([Cl:29])[CH3:30].[NH2:1][c:2]1[cH:3][n:4][cH:5][cH:6][c:7]1[NH2:8]>>[NH:1]([c:2]1[cH:3][n:4][cH:5][cH:6][c:7]1[NH2:8])[CH:19]1[CH2:18][CH2:17][N:16]([CH2:9][c:10]2[cH:11][cH:12][cH:13][cH:14][cH:15]2)[CH2:21][CH2:20]1. The reagents and catalysts are C=1C=CC(=CC1)[P](C=2C=CC=CC2)(C=3C=CC=CC3)[Pd]([P](C=4C=CC=CC4)(C=5C=CC=CC5)C=6C=CC=CC6)([P](C=7C=CC=CC7)(C=8C=CC=CC8)C=9C=CC=CC9)[P](C=1C=CC=CC1)(C=1C=CC=CC1)C=1C=CC=CC1 (Pd(PPh3)4). The product is OCC1=CC=C(S1)C=1C=C2C(=CNC2=C(C1)C(=O)N)C1CCN(CC1)S(=O)(=O)CCCN1CCCC1 (5-[5-(hydroxymethyl)-2-thienyl]-3-(1-{[3-(1-pyrrolidinyl)propyl]sulfonyl}-4-piperidinyl)-1H-indole-7-carboxamide). RXN SMILES: N1(CCS(N2CCC(C3C4C(=C(C(N)=O)C=C(C5C=CSC=5)C=4)NC=3)CC2)(=O)=O)CCCC1.Br[C:35]1[CH:36]=[C:37]2[C:41](=[C:42]([C:44]([NH2:46])=[O:45])[CH:43]=1)[NH:40][CH:39]=[C:38]2[CH:47]1[CH2:52][CH2:51][N:50]([S:53]([CH2:56][CH2:57][CH2:58][N:59]2[CH2:63][CH2:62][CH2:61][CH2:60]2)(=[O:55])=[O:54])[CH2:49][CH2:48]1.[OH:64][CH2:65][C:66]1[S:70][C:69](B(O)O)=[CH:68][CH:67]=1.C(=O)([O-])[O-].[K+].[K+]>O1CCOCC1.O.C1C=CC([P]([Pd]([P](C2C=CC=CC=2)(C2C=CC=CC=2)C2C=CC=CC=2)([P](C2C=CC=CC=2)(C2C=CC=CC=2)C2C=CC=CC=2)[P](C2C=CC=CC=2)(C2C=CC=CC=2)C2C=CC=CC=2)(C2C=CC=CC=2)C2C=CC=CC=2)=CC=1>[OH:64][CH2:65][C:66]1[S:70][C:69]([C:35]2[CH:36]=[C:37]3[C:41](=[C:42]([C:44]([NH2:46])=[O:45])[CH:43]=2)[NH:40][CH:39]=[C:38]3[CH:47]2[CH2:52][CH2:51][N:50]([S:53]([CH2:56][CH2:57][CH2:58][N:59]3[CH2:63][CH2:62][CH2:61][CH2:60]3)(=[O:54])=[O:55])[CH2:49][CH2:48]2)=[CH:68][CH:67]=1 |f:3.4.5,^1:90,92,111,130|. Run in O1CCOCC1 (dioxane), O (water). Reported procedure: The title compound was prepared following the general procedure described in intermediate 16. Thus, 5-bromo-3-(1-{[3-(1-pyrrolidinyl)propyl]sulfonyl}-4-piperidinyl)-1H-indole-7-carboxamide (95 mg, 0.19 mmol) in dioxane (3 mL) and water (1 mL), [5-(hydroxymethyl)-2-thienyl]boronic acid (120 mg, 0.76 mmol), Pd(PPh3)4 (22.2 mg, 10%) and potassium carbonate (211 mg, 1.52 mmol) were reacted to form the desired product which was purified by flash column chromatography (ethyl acetate/hexane, 1/1) to yi... The reactants are N1(CCCC1)CCS(=O)(=O)N1CCC(CC1)C1=CNC2=C(C=C(C=C12)C1=CSC=C1)C(=O)N (3-(1-{[2-(1-pyrrolidinyl)ethyl]sulfonyl}-4-piperidinyl)-5-(3-thienyl)-1H-indole-7-carboxamide), BrC=1C=C2C(=CNC2=C(C1)C(=O)N)C1CCN(CC1)S(=O)(=O)CCCN1CCCC1 (5-bromo-3-(1-{[3-(1-pyrrolidinyl)propyl]sulfonyl}-4-piperidinyl)-1H-indole-7-carboxamide), OCC1=CC=C(S1)B(O)O ([5-(hydroxymethyl)-2-thienyl]boronic acid), C([O-])([O-])=O.[K+].[K+] (potassium carbonate). Reactants: C(=O)(O)CC1=CC=C(CCCNC2=C(C=CC(=C2)OC)[C@H]2CC=3C=CC(=CC3CC2)OC(C(C)(C)C)=O)C=C1 (pivalic acid (R)-6-{2-[(4-carboxymethylbenzyl)ethylamino]-4-methoxyphenyl}-5,6,7,8-tetrahydronaphthalen-2-yl ester), N1CCCCC1 (piperidine). Yields the product C(C)N(C1=C(C=CC(=C1)OC)[C@H]1CC=2C=CC(=CC2CC1)O)CC1=CC=C(C=C1)CCN1CCCCC1 ((R)-6-{2-{Ethyl[4-(2-piperidin-1-ylethyl)benzyl]amino}-4-methoxyphenyl}-5,6,7,8-tetrahydronaphthalen-2-ol). The yield is 21.2%. As a reaction SMILES: C(CC1C=CC(C[CH2:10][CH2:11][NH:12][C:13]2[CH:18]=[C:17]([O:19][CH3:20])[CH:16]=[CH:15][C:14]=2[C@@H:21]2[CH2:30][CH2:29][C:28]3[CH:27]=[C:26]([O:31]C(=O)C(C)(C)C)[CH:25]=[CH:24][C:23]=3[CH2:22]2)=CC=1)(O)=O.[NH:40]1[CH2:45][CH2:44][CH2:43][CH2:42][CH2:41]1>>[CH2:11]([N:12]([CH2:27][C:28]1[CH:29]=[CH:30][C:21]([CH2:14][CH2:13][N:40]2[CH2:45][CH2:44][CH2:43][CH2:42][CH2:41]2)=[CH:22][CH:23]=1)[C:13]1[CH:18]=[C:17]([O:19][CH3:20])[CH:16]=[CH:15][C:14]=1[C@@H:21]1[CH2:22][CH2:23][C:28]2[CH:27]=[C:26]([OH:31])[CH:25]=[CH:24][C:29]=2[CH2:30]1)[CH3:10]. Reported procedure: Synthesized from pivalic acid (R)-6-{2-[(4-carboxymethylbenzyl)ethylamino]-4-methoxyphenyl}-5,6,7,8-tetrahydronaphthalen-2-yl ester (19 mg) and piperidine (20 mg) according to an analogous synthetic method to Example 715 and purified by LC-MS, the title compound (1.9 mg) was obtained. Starting materials: ClC(Cl)Cl, OCc1cc2cnc3cccc(s1)n23. The product is O=Cc1cc2cnc3cccc(s1)n23. RXN SMILES: [CH:15]([Cl:16])([Cl:17])[Cl:18].[n:1]1[cH:2][c:3]2[cH:4][c:5]([CH2:13][OH:14])[s:6][c:7]3[cH:8][cH:9][cH:10][c:11]1[n:12]23>>[n:1]1[cH:2][c:3]2[cH:4][c:5]([CH:13]=[O:14])[s:6][c:7]3[cH:8][cH:9][cH:10][c:11]1[n:12]23.